Task: describe an organic reaction: reactants, conditions, products, and yield. Dataset: the Open Reaction Database (ORD), a public repository of structured organic reaction records Reactants: NC1C(N(C2=C(N(C1=O)C(C)C)C=CC=C2)CC(F)(F)F)=O (3-amino-1-(2-propyl)-5-(2,2,2-trifluoroethyl)-1,5-benzodiazepine-2,4-dione), C(CCl)Cl (EDC), C=1C=CC2=C(C1)N=NN2O (HOBT), ClC=1C=C(C=C(C1)Cl)CC(=O)O (3,5-dichlorophenylacetic acid). Solvent: C(C)(=O)OCC (ethyl acetate), CN(C=O)C (N,N-dimethylformamide). Run at time 2 hour. The product is O=C1C(C(N(C2=C(N1C(C)C)C=CC=C2)CC(F)(F)F)=O)NC(CC2=CC(=CC(=C2)Cl)Cl)=O (N-(2,4-Dioxo-1-(2-propyl)-5-(2,2,2-trifluoroethyl)-2,3,4,5-tetrahydro-1H-1,5-benzodiazepin-3-yl)-2-(3,5-dichlorophenyl) acetamide). Yield: 34.9%. As a reaction SMILES: [NH2:1][CH:2]1[C:8](=[O:9])[N:7]([CH:10]([CH3:12])[CH3:11])[C:6]2[CH:13]=[CH:14][CH:15]=[CH:16][C:5]=2[N:4]([CH2:17][C:18]([F:21])([F:20])[F:19])[C:3]1=[O:22].C(Cl)CCl.C1C=CC2N(O)N=NC=2C=1.[Cl:37][C:38]1[CH:39]=[C:40]([CH2:45][C:46](O)=[O:47])[CH:41]=[C:42]([Cl:44])[CH:43]=1>CN(C)C=O.C(OCC)(=O)C>[O:9]=[C:8]1[N:7]([CH:10]([CH3:11])[CH3:12])[C:6]2[CH:13]=[CH:14][CH:15]=[CH:16][C:5]=2[N:4]([CH2:17][C:18]([F:19])([F:21])[F:20])[C:3](=[O:22])[CH:2]1[NH:1][C:46](=[O:47])[CH2:45][C:40]1[CH:39]=[C:38]([Cl:37])[CH:43]=[C:42]([Cl:44])[CH:41]=1. Procedure: To a stirring solution of 3-amino-1-(2-propyl)-5-(2,2,2-trifluoroethyl)-1,5-benzodiazepine-2,4-dione (180 mg, 0.57 mmol) in N,N-dimethylformamide (2 mL) was added EDC (131 mg, 0.69 mmol), HOBT (46 mg, 0.34 mmol) and 3,5-dichlorophenylacetic acid (140 mg, 0.69 mmol). The reaction was stirred at room temperature for 2 hours. The reaction was diluted with ethyl acetate (50 mL), then washed with 10% aqueous potassium hydrogen sulfate (25 mL) then saturated aqueous sodium hydrogen carbonate (25 mL) a... The reactants are C(CCCCC)C1=CC=C(C=C1)N=NC1=CC=C(C=C1)O (4'-hexyl-4-hydroxyazobenzene), BrCCCCCC(=O)OC1OCCCC1 (2-tetrahydropyranyl 6-bromohexanoate), [Na] (sodium), C[O-].[Na+] (sodium methylate). Solvent: O (water), CC(=O)N(C)C (dimethylacetamide). Run at temperature 100 celsius. Product: C(CCCCC)C1=CC=C(C=C1)N=NC1=CC=C(OCCCCCC(=O)O)C=C1 (6-[4-(4-hexylphenylazo)-phenoxy]-hexanoic acid). Isolated yield 68.3%. Reaction SMILES: [CH2:1]([C:7]1[CH:12]=[CH:11][C:10]([N:13]=[N:14][C:15]2[CH:20]=[CH:19][C:18]([OH:21])=[CH:17][CH:16]=2)=[CH:9][CH:8]=1)[CH2:2][CH2:3][CH2:4][CH2:5][CH3:6].[Na].C[O-].[Na+].Br[CH2:27][CH2:28][CH2:29][CH2:30][CH2:31][C:32]([O:34]C1CCCCO1)=[O:33]>O.CC(N(C)C)=O>[CH2:1]([C:7]1[CH:12]=[CH:11][C:10]([N:13]=[N:14][C:15]2[CH:20]=[CH:19][C:18]([O:21][CH2:27][CH2:28][CH2:29][CH2:30][CH2:31][C:32]([OH:34])=[O:33])=[CH:17][CH:16]=2)=[CH:9][CH:8]=1)[CH2:2][CH2:3][CH2:4][CH2:5][CH3:6] |f:2.3,^1:21|. Procedure details: One g. (3.73×10-3 mol) of 4'-hexyl-4-hydroxyazobenzene (1) converted into a sodium salt with sodium methylate and 1.03 g (3.69×10-3 mol) of 2-tetrahydropyranyl 6-bromohexanoate and 5 ml of dimethylacetamide added thereto were heated for reaction at 100° C. for 73 hours. After the reaction was completed, the reaction mixture was diluted with water and left to cool to room temperature. The yellow crystals which were consequently precipitated were separated by filtration. The crystals were extracte... Starting materials: CO, [H][H], CC(C)(C)OC(=O)NC1CCCC(F)(F)C1N=[N+]=[N-]. The product is CC(C)(C)OC(=O)NC1CCCC(F)(F)C1N. As a reaction SMILES: [CH3:22][OH:23].[H:20][H:21].[N:1](=[N+:2]=[N-:3])[CH:4]1[CH:5]([NH:12][C:13]([O:14][C:15]([CH3:16])([CH3:17])[CH3:18])=[O:19])[CH2:6][CH2:7][CH2:8][C:9]1([F:10])[F:11]>>[NH2:1][CH:4]1[CH:5]([NH:12][C:13]([O:14][C:15]([CH3:16])([CH3:17])[CH3:18])=[O:19])[CH2:6][CH2:7][CH2:8][C:9]1([F:10])[F:11]. As a reaction SMILES: [CH2:16]1[O:17][CH2:18][CH2:19][CH2:20]1.[CH3:14][NH2:15].[CH3:1][C:2]1([CH3:13])[N:3]([P:5](=[O:6])([N:7]2[C:8]([CH3:10])([CH3:11])[CH2:9]2)[Cl:12])[CH2:4]1>>[CH3:1][C:2]1([CH3:13])[N:3]([P:5](=[O:6])([N:7]2[C:8]([CH3:10])([CH3:11])[CH2:9]2)[NH:15][CH3:14])[CH2:4]1. The product is CNP(=O)(N1CC1(C)C)N1CC1(C)C. Reactants: C1CCOC1, CN, CC1(C)CN1P(=O)(Cl)N1CC1(C)C. The reactants are CCC(C(=O)[O-])C1CN=C(c2cc3cc(OC(F)(F)F)cc(N(C)S(=O)(=O)c4cccs4)c3[nH]2)S1, CCO, [Na+], C1CCOC1, [OH-], O=C(O)CC(O)(CC(=O)O)C(=O)O. Yields the product CN(c1cc(OC(F)(F)F)cc2cc(C3=NCC(CC(=O)O)S3)[nH]c12)S(=O)(=O)c1cccs1. Reaction SMILES: [CH2:1]([CH3:2])[CH:3]([C:4](=[O:5])[O-:6])[CH:7]1[CH2:8][N:9]=[C:10]([c:12]2[nH:13][c:14]3[c:15]([N:26]([S:27](=[O:28])(=[O:29])[c:30]4[s:31][cH:32][cH:33][cH:34]4)[CH3:35])[cH:16][c:17]([O:21][C:22]([F:23])([F:24])[F:25])[cH:18][c:19]3[cH:20]2)[S:11]1.[CH3:56][CH2:57][OH:58].[Na+:37].[O:38]1[CH2:39][CH2:40][CH2:41][CH2:42]1.[OH-:36].[OH:43][C:44]([CH2:45][C:46]([C:47](=[O:48])[OH:49])([CH2:50][C:51](=[O:52])[OH:53])[OH:54])=[O:55]>>[CH2:3]([C:4](=[O:5])[OH:6])[CH:7]1[CH2:8][N:9]=[C:10]([c:12]2[nH:13][c:14]3[c:15]([N:26]([S:27](=[O:28])(=[O:29])[c:30]4[s:31][cH:32][cH:33][cH:34]4)[CH3:35])[cH:16][c:17]([O:21][C:22]([F:23])([F:24])[F:25])[cH:18][c:19]3[cH:20]2)[S:11]1.